Dataset: the Open Reaction Database (ORD), a public repository of structured organic reaction records. Task: describe an organic reaction: reactants, conditions, products, and yield The solvent is CN(C)C=O (DMF). Procedure: A mixture of N-(4-bromo-pyridin-3-yl)-N-methyl-3,5-bis-trifluoromethyl-benzamide (200 mg, 0.468 mmol, example 25, intermediate a), 2,4-dimethyl-5-(4,4,5,5-tetramethyl-1,3,2-dioxaborolan-2-yl)-1,3-thiazole (107.4 mg, 0.7 mmol, CAS RN 859833-13-9) and K2CO3 (193.75 mg, 1.4 mmol) in DMF (6 mL), taken in a sealed tube, was degassed well for 30 min with argon. To this mixture was added S-PHOS (50.1 mg, 0.25 mmol, CAS RN 657408-07-6) and Pd(PPh3)4 (54 mg, 0.05 mmol), and degassed again for 15 min. The... Reaction conditions: temperature 80 celsius. RXN SMILES: Br[C:2]1[CH:7]=[CH:6][N:5]=[CH:4][C:3]=1[N:8]([CH3:25])[C:9](=[O:24])[C:10]1[CH:15]=[C:14]([C:16]([F:19])([F:18])[F:17])[CH:13]=[C:12]([C:20]([F:23])([F:22])[F:21])[CH:11]=1.[CH3:26][C:27]1[S:28][C:29](B2OC(C)(C)C(C)(C)O2)=[C:30]([CH3:32])[N:31]=1.C([O-])([O-])=O.[K+].[K+].COC1C=CC=C(OC)C=1C1C=CC=CC=1P(C1CCCCC1)C1CCCCC1>CN(C=O)C.C1C=CC([P]([Pd]([P](C2C=CC=CC=2)(C2C=CC=CC=2)C2C=CC=CC=2)([P](C2C=CC=CC=2)(C2C=CC=CC=2)C2C=CC=CC=2)[P](C2C=CC=CC=2)(C2C=CC=CC=2)C2C=CC=CC=2)(C2C=CC=CC=2)C2C=CC=CC=2)=CC=1>[CH3:26][C:27]1[S:28][C:29]([C:2]2[CH:7]=[CH:6][N:5]=[CH:4][C:3]=2[N:8]([CH3:25])[C:9](=[O:24])[C:10]2[CH:15]=[C:14]([C:16]([F:19])([F:18])[F:17])[CH:13]=[C:12]([C:20]([F:23])([F:22])[F:21])[CH:11]=2)=[C:30]([CH3:32])[N:31]=1 |f:2.3.4,^1:85,87,106,125|. Reactants: COC=1C=CC=C(C1C=2C=CC=CC2P(C3CCCCC3)C4CCCCC4)OC (S-PHOS), BrC1=C(C=NC=C1)N(C(C1=CC(=CC(=C1)C(F)(F)F)C(F)(F)F)=O)C (N-(4-bromo-pyridin-3-yl)-N-methyl-3,5-bis-trifluoromethyl-benzamide), CC=1SC(=C(N1)C)B1OC(C(O1)(C)C)(C)C (2,4-dimethyl-5-(4,4,5,5-tetramethyl-1,3,2-dioxaborolan-2-yl)-1,3-thiazole), C(=O)([O-])[O-].[K+].[K+] (K2CO3). The product is CC=1SC(=C(N1)C)C1=C(C=NC=C1)N(C(C1=CC(=CC(=C1)C(F)(F)F)C(F)(F)F)=O)C (N-[4-(2,4-Dimethyl-thiazol-5-yl)-pyridin-3-yl]-N-methyl-3,5-bis-trifluoromethyl-benzamide). Reagents/catalysts: C=1C=CC(=CC1)[P](C=2C=CC=CC2)(C=3C=CC=CC3)[Pd]([P](C=4C=CC=CC4)(C=5C=CC=CC5)C=6C=CC=CC6)([P](C=7C=CC=CC7)(C=8C=CC=CC8)C=9C=CC=CC9)[P](C=1C=CC=CC1)(C=1C=CC=CC1)C=1C=CC=CC1 (Pd(PPh3)4). The yield is 7.0%. RXN SMILES: [Cl:1][C:2]1[S:6][C:5]([C:7]([NH:9][CH2:10][C:11]2[N:12]=[CH:13][N:14]([C:16]3[CH:21]=[CH:20][C:19](I)=[CH:18][CH:17]=3)[CH:15]=2)=[O:8])=[CH:4][CH:3]=1.[OH:23][C:24]1[CH:29]=[CH:28][CH:27]=[C:26]([CH3:30])[N:25]=1.OC1C=CC=C2C=1N=CC=C2.C([O-])([O-])=O.[K+].[K+]>CS(C)=O.[Cu]I>[Cl:1][C:2]1[S:6][C:5]([C:7]([NH:9][CH2:10][C:11]2[N:12]=[CH:13][N:14]([C:16]3[CH:21]=[CH:20][C:19]([N:25]4[C:26]([CH3:30])=[CH:27][CH:28]=[CH:29][C:24]4=[O:23])=[CH:18][CH:17]=3)[CH:15]=2)=[O:8])=[CH:4][CH:3]=1 |f:3.4.5|. Reagents/catalysts: [Cu]I (CuI). Procedure details: A mixture of 5-chloro-N-((1-(4-iodophenyl)-1H-imidazol-4-yl)methyl)thiophene-2-carboxamide 1-6 (100 mg, 0.22 mmol), 2-hydroxy-6-methylpyridine (60 mg, 0.55 mmol), 8-hydroxyquinoline (20 mg, 0.14 mmol) and K2CO3 (140 mg, 1.01 mmol) in DMSO (3 mL) was degassed with Ar before being charged with CuI (28 mg, 0.15 mmol). The mixture in a sealed tube was heated at 130° C. overnight. The mixture was then purified by HPLC to give the titled compound (4 mg). MS 425.1 and 427.1 (M+H, Cl pattern). The yield is 4.3%. Starting materials: ClC1=CC=C(S1)C(=O)NCC=1N=CN(C1)C1=CC=C(C=C1)I (5-chloro-N-((1-(4-iodophenyl)-1H-imidazol-4-yl)methyl)thiophene-2-carboxamide), OC1=NC(=CC=C1)C (2-hydroxy-6-methylpyridine), OC=1C=CC=C2C=CC=NC12 (8-hydroxyquinoline), C(=O)([O-])[O-].[K+].[K+] (K2CO3). Reaction conditions: temperature 130 celsius. Yields the product ClC1=CC=C(S1)C(=O)NCC=1N=CN(C1)C1=CC=C(C=C1)N1C(C=CC=C1C)=O (5-chloro-N-((1-(4-(6-methyl-2-oxopyridin-1(2H)-yl)phenyl)-1H-imidazol-4-yl)methyl)thiophene-2-carboxamide). Solvent: CS(=O)C (DMSO). Reactants: O=Cc1ccccc1, ClCCl, Nc1cccc2c1COC2=O, [Na+], [Na+], O=S(=O)([O-])[O-]. Product: O=C1OCc2c(N=Cc3ccccc3)cccc21. Reaction SMILES: [CH:1](=[O:2])[c:3]1[cH:4][cH:5][cH:6][cH:7][cH:8]1.[Cl:27][CH2:28][Cl:29].[NH2:16][c:17]1[c:18]2[c:22]([cH:23][cH:24][cH:25]1)[C:21](=[O:26])[O:20][CH2:19]2.[Na+:10].[Na+:9].[O-:11][S:12](=[O:13])(=[O:14])[O-:15]>>[CH:1]([c:3]1[cH:4][cH:5][cH:6][cH:7][cH:8]1)=[N:16][c:17]1[c:18]2[c:22]([cH:23][cH:24][cH:25]1)[C:21](=[O:26])[O:20][CH2:19]2. Reported procedure: 2-Amino-6-trifluoromethoxybenzothiazole (9.4 g) and 2-chloro-1-dimethylaminopropane hydrochloride (7.0 g) are heated for 1 hour to 130° C. 2-Propanol (20 cc) is added an heating is continued for 24 hours to boiling. After cooling of the mixture to a temperature in the region of 20° C., the precipitate is filtered off and then treated with 1N sodium hydroxide (80 cc) in distilled water (100 cc). The residue obtained by extraction with dichloromethane, drying over magnesium sulphate and concentrat... Yields the product CN(C(CN1C(SC2=C1C=CC(=C2)OC(F)(F)F)=N)C)C ((RS)-3-(2-Dimethylaminopropyl)-2-imino-6-trifluoromethoxybenzothiazoline). Reactants: NC=1SC2=C(N1)C=CC(=C2)OC(F)(F)F (2-Amino-6-trifluoromethoxybenzothiazole), Cl.ClC(CN(C)C)C (2-chloro-1-dimethylaminopropane hydrochloride), CC(C)O (2-Propanol). Reaction conditions: temperature 20 celsius, time 24 hour. RXN SMILES: [NH2:1][C:2]1[S:3][C:4]2[CH:10]=[C:9]([O:11][C:12]([F:15])([F:14])[F:13])[CH:8]=[CH:7][C:5]=2[N:6]=1.Cl.Cl[CH:18](C)[CH2:19][N:20]([CH3:22])[CH3:21].[CH3:24]C(O)C>>[CH3:21][N:20]([CH3:22])[CH:19]([CH3:24])[CH2:18][N:6]1[C:5]2[CH:7]=[CH:8][C:9]([O:11][C:12]([F:15])([F:13])[F:14])=[CH:10][C:4]=2[S:3][C:2]1=[NH:1] |f:1.2|.